This data is from the Open Reaction Database (ORD), a public repository of structured organic reaction records. The task is: describe an organic reaction: reactants, conditions, products, and yield Starting materials: ice water, CN(C=C[N+](=O)[O-])C (1-dimethylamino-2-nitroethylene), C(=O)(C(F)(F)F)O (TFA), CS(=O)(=O)C1=CC=C2C=CNC2=C1 (6-methanesulfonyl-1H-indole). Reaction conditions: time 24 hour. The product is [N+](=O)([O-])C=CC1=CNC2=CC(=CC=C12)S(=O)(=O)C (3-(2-Nitrovinyl)-6-methanesulfonyl-1H-indole). As a reaction SMILES: CN(C)[CH:3]=[CH:4][N+:5]([O-:7])=[O:6].C(O)(C(F)(F)F)=O.[CH3:16][S:17]([C:20]1[CH:28]=[C:27]2[C:23]([CH:24]=[CH:25][NH:26]2)=[CH:22][CH:21]=1)(=[O:19])=[O:18]>>[N+:5]([CH:4]=[CH:3][C:24]1[C:23]2[C:27](=[CH:28][C:20]([S:17]([CH3:16])(=[O:19])=[O:18])=[CH:21][CH:22]=2)[NH:26][CH:25]=1)([O-:7])=[O:6]. Reported procedure: Combine 1-dimethylamino-2-nitroethylene (892.1 mg, 7.68 mmol) and TFA (9.0 ml) and stir until dissolved. Add 6-methanesulfonyl-1H-indole (1.5 g, 7.68 mmol) and stir at ambient temperature. After 24 hours, pour the reaction mixture into ice/water, extract with ethyl acetate, then wash ethyl acetate with brine and saturated sodium bicarbonate. Filter, wash, and dry the precipitate to give the title compound as a yellow powder: mp>250° C. MS (ACPI): m/e 267.0 (M+1). Analysis for C11H10N2O4S: Calcd:... Reactants: CCOC(=O)CC1CCc2cc(NC(C)=O)ccc2O1, O=C([O-])O, CO, Cl, [Na+], [Na+], [OH-]. The product is CC(=O)Nc1ccc2c(c1)CCC(CC(=O)O)O2. RXN SMILES: [C:1]([CH3:2])(=[O:3])[NH:4][c:5]1[cH:6][c:7]2[c:12]([cH:13][cH:14]1)[O:11][CH:10]([CH2:15][C:16](=[O:17])[O:18][CH2:19][CH3:20])[CH2:9][CH2:8]2.[C:26](=[O:27])([OH:28])[O-:29].[CH3:21][OH:22].[ClH:25].[Na+:24].[Na+:30].[OH-:23]>>[C:1]([CH3:2])(=[O:3])[NH:4][c:5]1[cH:6][c:7]2[c:12]([cH:13][cH:14]1)[O:11][CH:10]([CH2:15][C:16](=[O:17])[OH:18])[CH2:9][CH2:8]2. Starting materials: C(C1=CC=CC=C1)N1C=NC=C1C=C1C(CC2=CC=CC=C12)C1=CC=CC=C1 (1-benzyl-5-(2-phenylindan-1-ylidenemethyl)-1H-imidazole), C(C1=CC=CC=C1)N1C=NC=C1C=C1C(CC2=CC=C(C=C12)OC)C1=CC=CC=C1 (1-benzyl-5-(6-methoxy-2-phenylindan-1-ylidenemethyl)-1H-imidazole), hydrochloride salt. Reagents/catalysts: [Pd] (palladium on charcoal). Solvent: C(C)(=O)O (acetic acid). Product: C1(=CC=CC=C1)C1C(C2=CC=CC=C2C1)CC=1N=CNC1 (4-[(2,3-Dihydro-2-phenyl-1H-inden-1-yl)methyl]-1H-imidazole). RXN SMILES: C([N:8]1[C:12]([CH:13]=[C:14]2[C:22]3[C:17](=[CH:18][CH:19]=[CH:20][CH:21]=3)[CH2:16][CH:15]2[C:23]2[CH:28]=[CH:27][CH:26]=[CH:25][CH:24]=2)=[CH:11][N:10]=[CH:9]1)C1C=CC=CC=1.C(N1C(C=C2C3C(=CC=C(OC)C=3)CC2C2C=CC=CC=2)=CN=C1)C1C=CC=CC=1>C(O)(=O)C.[Pd]>[C:23]1([CH:15]2[CH2:16][C:17]3[C:22](=[CH:21][CH:20]=[CH:19][CH:18]=3)[CH:14]2[CH2:13][C:12]2[N:8]=[CH:9][NH:10][CH:11]=2)[CH:28]=[CH:27][CH:26]=[CH:25][CH:24]=1. Reported procedure: The crude 1-benzyl-5-(2-phenylindan-1-ylidenemethyl)-1H-imidazole in acetic acid was shaken with palladium on charcoal as 1-benzyl-5-(6-methoxy-2-phenylindan-1-ylidenemethyl)-1H-imidazole above except in this case for 2 days at 60-70° C. under normal pressure. The hydrochloride salt of the purified product was the mixture of the cis and trans diastereomers (cis:trans 96:4). Procedure: In a manner similar to the method described in example 2 (method A), rac-(1R,2S,6R)-6′-chloro-2-(3-chlorophenyl)-6-(1-methyl-propenyl)spiro[cyclohexane-1,3′-[3H]indole]-2′,4(1′H)-dione (120 mg, 0.29 mmol) was reacted with NaN3 (47.1 mg, 0.72 mmole) in the presence of TiCl4 (1.0 M in CH2Cl2, 0.29 mL) (Aldrich) in acetonitrile (10 mL) followed by chiral chromatography separation to give 3R,4S,5S)-6′-chloro-3-(3-chlorophenyl)-1,1′,2,2′,3,5,6,7-octahydro-5(E)-(1-methyl-1-propenyl)-spiro[4H-azepine-4... As a reaction SMILES: [Cl:1][C:2]1[CH:10]=[C:9]2[C:5]([C:6]3([CH:16]([C:17]([CH3:20])=[CH:18][CH3:19])[CH2:15][C:14](=[O:21])[CH2:13][CH:12]3[C:22]3[CH:27]=[CH:26][CH:25]=[C:24]([Cl:28])[CH:23]=3)[C:7](=[O:11])[NH:8]2)=[CH:4][CH:3]=1.[N-:29]=[N+]=[N-].[Na+]>C(#N)C.Cl[Ti](Cl)(Cl)Cl>[Cl:1][C:2]1[CH:10]=[C:9]2[C:5]([C:6]3([CH:16](/[C:17](/[CH3:20])=[CH:18]/[CH3:19])[CH2:15][C:14](=[O:21])[NH:29][CH2:13][CH:12]3[C:22]3[CH:27]=[CH:26][CH:25]=[C:24]([Cl:28])[CH:23]=3)[C:7](=[O:11])[NH:8]2)=[CH:4][CH:3]=1 |f:1.2|. Isolated yield 10.8%. Starting materials: ClC1=CC=C2C3(C(NC2=C1)=O)C(CC(CC3C(=CC)C)=O)C3=CC(=CC=C3)Cl (rac-(1R,2S,6R)-6′-chloro-2-(3-chlorophenyl)-6-(1-methyl-propenyl)spiro[cyclohexane-1,3′-[3H]indole]-2′,4(1′H)-dione), [N-]=[N+]=[N-].[Na+] (NaN3). Reagents/catalysts: Cl[Ti](Cl)(Cl)Cl (TiCl4). Solvent: C(C)#N (acetonitrile). Yields the product ClC1=CC=C2C3(C(NC2=C1)=O)C(CNC(CC3\C(=C\C)\C)=O)C3=CC(=CC=C3)Cl (6′-chloro-3-(3-chlorophenyl)-1,1′,2,2′,3,5,6,7-octahydro-5(E)-(1-methyl-1-propenyl)-spiro[4H-azepine-4,3′-[3H]-indole]-2′,7-dione). The reactants are [Si](C)(C)(C(C)(C)C)O[C@H]1C[C@@H](CC2=CC=C3[C@@H]4CC=C([C@@]4(C)CC[C@@H]3[C@@]12C)CO)O[Si](C)(C)C(C)(C)C (1α,3β-Bis(tert-butyldimethylsilyloxy)-17-(hydroxymethyl)androsta-5,7,16-triene), BrCCCC(CC)(O[Si](CC)(CC)CC)CC (1-bromo-4-ethyl-4-(triethylsilyloxy)hexane), [H-].[Na+] (sodium hydride), C1COCCOCCOCCOCCO1 (15-crown-5). The solvent is O1CCCC1 (tetrahydrofuran). The product is [Si](C)(C)(C(C)(C)C)O[C@H]1C[C@@H](CC2=CC=C3[C@@H]4CC=C([C@@]4(C)CC[C@@H]3[C@@]12C)COCCCC(CC)(O[Si](CC)(CC)CC)CC)O[Si](C)(C)C(C)(C)C (1α,3β-bis(tert-butyldimethylsilyloxy)-17-{4-ethyl-4-(triethylsilyloxy)hexyloxymethyl}androsta-5,7,16-triene). Isolated yield 98.4%. As a reaction SMILES: [Si:1]([O:8][C@@H:9]1[C@@:26]2([CH3:27])[C:13](=[CH:14][CH:15]=[C:16]3[C@@H:25]2[CH2:24][CH2:23][C@@:21]2([CH3:22])[C@H:17]3[CH2:18][CH:19]=[C:20]2[CH2:28][OH:29])[CH2:12][C@@H:11]([O:30][Si:31]([C:34]([CH3:37])([CH3:36])[CH3:35])([CH3:33])[CH3:32])[CH2:10]1)([C:4]([CH3:7])([CH3:6])[CH3:5])([CH3:3])[CH3:2].Br[CH2:39][CH2:40][CH2:41][C:42]([CH2:53][CH3:54])([O:45][Si:46]([CH2:51][CH3:52])([CH2:49][CH3:50])[CH2:47][CH3:48])[CH2:43][CH3:44].[H-].[Na+].C1OCCOCCOCCOCCOC1>O1CCCC1>[Si:1]([O:8][C@@H:9]1[C@@:26]2([CH3:27])[C:13](=[CH:14][CH:15]=[C:16]3[C@@H:25]2[CH2:24][CH2:23][C@@:21]2([CH3:22])[C@H:17]3[CH2:18][CH:19]=[C:20]2[CH2:28][O:29][CH2:39][CH2:40][CH2:41][C:42]([CH2:53][CH3:54])([O:45][Si:46]([CH2:51][CH3:52])([CH2:47][CH3:48])[CH2:49][CH3:50])[CH2:43][CH3:44])[CH2:12][C@@H:11]([O:30][Si:31]([C:34]([CH3:37])([CH3:36])[CH3:35])([CH3:32])[CH3:33])[CH2:10]1)([C:4]([CH3:7])([CH3:6])[CH3:5])([CH3:3])[CH3:2] |f:2.3|. Procedure details: 1α,3β-Bis(tert-butyldimethylsilyloxy)-17-(hydroxymethyl)androsta-5,7,16-triene (400 mg, 0.734 mmol), 1-bromo-4-ethyl-4-(triethylsilyloxy)hexane (475 mg, 1.47 mmol), sodium hydride (60% in oil, 88 mg, 2.20 mmol), 15-crown-5 (162 mg, 0.735 mmol) and tetrahydrofuran (1 ml) were subjected to reaction using a procedure similar to that of Example 5(1) (reflux under heating for 1 hour), worked up and purified by column chromatography (hexane:toluene=3:2) to give the titled compound (569 mg, 98%) as a c...